Task: describe an organic reaction: reactants, conditions, products, and yield. Dataset: the Open Reaction Database (ORD), a public repository of structured organic reaction records Reactants: ClC=1C=C(C=CC1)CC(=O)O ((3-chlorophenyl)acetic acid), CO (Methanol), NC=1C=C(C=CC1)C1=NN2C(C=CC=C2)=C1C1=NC(=NC=C1)NC1=CC=CC=C1 (4-[2-(3-Aminophenyl)pyrazolo[1,5-a]pyridin-3-yl]-N-phenyl-2-pyrimidinamine), C1=CN(C=N1)C(=O)N2C=CN=C2 (CDI), resultant mixture. The solvent is C1CCOC1 (THF). Conditions: time 15 hour. Product: ClC=1C=C(C=CC1)CC(=O)NC1=CC(=CC=C1)C1=NN2C(C=CC=C2)=C1C1=NC(=NC=C1)NC1=CC=CC=C1 (2-(3-Chlorophenyl)-N-(3-{3-[2-(phenylamino)-4-pyrimidinyl]pyrazolo-[1,5-a]pyridin-2-yl}phenyl)acetamide). Isolated yield 58.9%. RXN SMILES: [NH2:1][C:2]1[CH:3]=[C:4]([C:8]2[C:16]([C:17]3[CH:22]=[CH:21][N:20]=[C:19]([NH:23][C:24]4[CH:29]=[CH:28][CH:27]=[CH:26][CH:25]=4)[N:18]=3)=[C:11]3[CH:12]=[CH:13][CH:14]=[CH:15][N:10]3[N:9]=2)[CH:5]=[CH:6][CH:7]=1.C1N=CN(C(N2C=NC=C2)=O)C=1.[Cl:42][C:43]1[CH:44]=[C:45]([CH2:49][C:50](O)=[O:51])[CH:46]=[CH:47][CH:48]=1.CO>C1COCC1>[Cl:42][C:43]1[CH:44]=[C:45]([CH2:49][C:50]([NH:1][C:2]2[CH:7]=[CH:6][CH:5]=[C:4]([C:8]3[C:16]([C:17]4[CH:22]=[CH:21][N:20]=[C:19]([NH:23][C:24]5[CH:29]=[CH:28][CH:27]=[CH:26][CH:25]=5)[N:18]=4)=[C:11]4[CH:12]=[CH:13][CH:14]=[CH:15][N:10]4[N:9]=3)[CH:3]=2)=[O:51])[CH:46]=[CH:47][CH:48]=1. Reported procedure: To a solution of 4-[2-(3-aminophenyl)pyrazolo[1,5-a]pyridin-3-yl]-N-phenyl-2-pyrimidine (30 mg, 0.08 mmol) (see Example 3, Step H) in THF (3 mL) was added CDI (14 mg, 0.09 mmol). The resultant mixture was stirred at rt for 1 hour. To the mixture was added (3-chlorophenyl)acetic acid (15 mg, 0.09 mmol) and then stirred at rt for 15 h. Methanol (2 mL) was added and the mixture was concentrated in vacuo. The residue was purified by chromatography on silica gel (hexanes/EtOAc) to give the title comp... Reactants: NC[C@@H](C(=O)O)NS(=O)(=O)C1=CC=CC=C1 (3-Amino-2(S)-phenylsulfonylaminopropionic acid), CC=1C=CC(=CC1)S(=O)(=O)O (p-TsOH), O (H2O). Solvent: CCO (EtOH). The product is C1(=CC=C(C=C1)S(=O)(=O)O)C.C(C)NC[C@@H](C(=O)O)NS(=O)(=O)C1=CC=CC=C1 (Ethyl 2(S)-phenylsulfonylamino-β-alanine p-toluenesulfonate). Reaction SMILES: [NH2:1][CH2:2][C@H:3]([NH:7][S:8]([C:11]1[CH:16]=[CH:15][CH:14]=[CH:13][CH:12]=1)(=[O:10])=[O:9])[C:4]([OH:6])=[O:5].[CH3:17][C:18]1[CH:19]=[CH:20][C:21]([S:24]([OH:27])(=[O:26])=[O:25])=[CH:22][CH:23]=1.O>CCO>[C:18]1([CH3:17])[CH:19]=[CH:20][C:21]([S:24]([OH:27])(=[O:25])=[O:26])=[CH:22][CH:23]=1.[CH2:17]([NH:1][CH2:2][C@H:3]([NH:7][S:8]([C:11]1[CH:16]=[CH:15][CH:14]=[CH:13][CH:12]=1)(=[O:10])=[O:9])[C:4]([OH:6])=[O:5])[CH3:18] |f:4.5|. Reported procedure: Acid 2-1b (13.20 g, 54.1 mmol) was suspended in 500 mL EtOH, p-TsOH--H2O (11.3 g, 59 mmol) was added and the mixture was heated at reflux overnight. After distilling off the solvent, fresh EtOH was added and distilled off, then more EtOH was added and the mixture was distilled to 100 mL at which point 800 mL ether was added. After cooling to 4°, solvent was decanted from the gum which was rinsed with additional ether, and dried, providing 35-2 as a hygroscopic glass. Additional 35-2 was recovere... Reactants: CCCC[N+](CCCC)(CCCC)CCCC, CCOC(C)=O, CCCC(=O)Nc1nn(COCC[Si](C)(C)C)c2cc(-c3ccccc3Cl)ccc12, [F-], C1CCOC1. Yields the product CCCC(=O)Nc1n[nH]c2cc(-c3ccccc3Cl)ccc12. Reaction SMILES: [CH3:2][CH2:3][CH2:4][CH2:5][N+:6]([CH2:7][CH2:8][CH2:9][CH3:10])([CH2:11][CH2:12][CH2:13][CH3:14])[CH2:15][CH2:16][CH2:17][CH3:18].[CH3:54][CH2:55][O:56][C:57](=[O:58])[CH3:59].[Cl:19][c:20]1[c:21](-[c:26]2[cH:27][cH:28][c:29]3[c:30]([NH:43][C:44]([CH2:45][CH2:46][CH3:47])=[O:48])[n:31][n:32]([CH2:35][O:36][CH2:37][CH2:38][Si:39]([CH3:40])([CH3:41])[CH3:42])[c:33]3[cH:34]2)[cH:22][cH:23][cH:24][cH:25]1.[F-:1].[O:49]1[CH2:50][CH2:51][CH2:52][CH2:53]1>>[Cl:19][c:20]1[c:21](-[c:26]2[cH:27][cH:28][c:29]3[c:30]([NH:43][C:44]([CH2:45][CH2:46][CH3:47])=[O:48])[n:31][nH:32][c:33]3[cH:34]2)[cH:22][cH:23][cH:24][cH:25]1. Starting materials: CC(C(=O)OCC)C(CCC(=O)OCC)=O (diethyl 2-methyl-3-oxoadipate), 2- methylacetoacetic ester, C(C)OC(=O)CCC(=O)Cl (ethoxycarbonylpropionyl chloride), methiodide, C(C)N(CCC(CCCC1=CC(=CC=C1)OC)=O)CC (1-diethylamino-6-m-methoxyphenylhexan-3-one), [K] (potassium). The solvent is CCOCC (ether), C1=CC=CC=C1 (benzene), C(C)O (ethanol). Reaction conditions: temperature 160 celsius. Yields the product COC=1C=C(C=CC1)CCCC(CCC(C(=O)OCC)(C(CCC(=O)OCC)=O)C)=O (Diethyl 2-(6-m-methoxyphenyl-3-oxohexyl)-2-methyl-3-oxoadipate). Reaction SMILES: [CH3:1][CH:2]([C:8](=[O:16])[CH2:9][CH2:10][C:11]([O:13][CH2:14][CH3:15])=[O:12])[C:3]([O:5][CH2:6][CH3:7])=[O:4].C(OC(CCC(Cl)=O)=O)C.C(N(CC)[CH2:30][CH2:31][C:32](=[O:44])[CH2:33][CH2:34][CH2:35][C:36]1[CH:41]=[CH:40][CH:39]=[C:38]([O:42][CH3:43])[CH:37]=1)C.[K]>C1C=CC=CC=1.C(O)C.CCOCC>[CH3:43][O:42][C:38]1[CH:37]=[C:36]([CH2:35][CH2:34][CH2:33][C:32](=[O:44])[CH2:31][CH2:30][C:2]([CH3:1])([C:8](=[O:16])[CH2:9][CH2:10][C:11]([O:13][CH2:14][CH3:15])=[O:12])[C:3]([O:5][CH2:6][CH3:7])=[O:4])[CH:41]=[CH:40][CH:39]=1 |^1:46|. Procedure: Stir a mixture of diethyl 2-methyl-3-oxoadipate (2.3 g, b.p. 111°-112°C/0.2 mm), prepared from 2- methylacetoacetic ester and ethoxycarbonylpropionyl chloride by the method of Cardwell, J. Chem. Soc., 1949, 715, and the methiodide of 1-diethylamino-6-m-methoxyphenylhexan-3-one (4.6 g) in benzene (20 cc) in an ice bath and add a solution of potassium (0.4 g) in ethanol (10 cc) dropwise over one hour. After stirring for a further 4 hours add ether (50 cc) and evaporate the washed and dried ether e... The reactants are O=C([O-])[O-], O=S(=O)(Cl)C(F)(F)F, [K+], [K+], O=S1(=O)CCN2CCCC(c3ccc(O)cc3)C2=N1, CN(C)C=O, O. The product is O=S1(=O)CCN2CCCC(c3ccc(OS(=O)(=O)C(F)(F)F)cc3)C2=N1. RXN SMILES: [C:20](=[O:21])([O-:22])[O-:23].[F:26][C:27]([S:28](=[O:29])(=[O:30])[Cl:31])([F:32])[F:33].[K+:24].[K+:25].[O:1]=[S:2]1(=[O:19])[N:3]=[C:4]2[N:5]([CH2:6][CH2:7]1)[CH2:8][CH2:9][CH2:10][CH:11]2[c:12]1[cH:13][cH:14][c:15]([OH:18])[cH:16][cH:17]1.[O:35]=[CH:36][N:37]([CH3:38])[CH3:39].[OH2:34]>>[O:1]=[S:2]1(=[O:19])[N:3]=[C:4]2[N:5]([CH2:6][CH2:7]1)[CH2:8][CH2:9][CH2:10][CH:11]2[c:12]1[cH:13][cH:14][c:15]([O:18][S:28]([C:27]([F:26])([F:32])[F:33])(=[O:29])=[O:30])[cH:16][cH:17]1. The reactants are FC=1C=C(C=CC1C)C=1N=C2C(=NC1C1=CC(=C(C=C1)C)F)N(CCC2)CCCCCCC(=O)OCC (Ethyl 7-(2,3-bis(3-fluoro-4-methylphenyl)-7,8-dihydropyrido[2,3-b]pyrazin-5(6H)-yl)heptanoate), [Li+].[OH-] (LiOH), Cl (HCl). Solvent: C1CCOC1 (THF), O (water). Reaction conditions: time 18 hour. Yields the product FC=1C=C(C=CC1C)C=1N=C2C(=NC1C1=CC(=C(C=C1)C)F)N(CCC2)CCCCCCC(=O)O (7-(2,3-bis(3-Fluoro-4-methylphenyl)-7,8-dihydropyrido[2,3-b]pyrazin-5(6H)-yl)heptanoic acid). As a reaction SMILES: [F:1][C:2]1[CH:3]=[C:4]([C:9]2[N:10]=[C:11]3[CH2:26][CH2:25][CH2:24][N:23]([CH2:27][CH2:28][CH2:29][CH2:30][CH2:31][CH2:32][C:33]([O:35]CC)=[O:34])[C:12]3=[N:13][C:14]=2[C:15]2[CH:20]=[CH:19][C:18]([CH3:21])=[C:17]([F:22])[CH:16]=2)[CH:5]=[CH:6][C:7]=1[CH3:8].[Li+].[OH-].Cl>C1COCC1.O>[F:1][C:2]1[CH:3]=[C:4]([C:9]2[N:10]=[C:11]3[CH2:26][CH2:25][CH2:24][N:23]([CH2:27][CH2:28][CH2:29][CH2:30][CH2:31][CH2:32][C:33]([OH:35])=[O:34])[C:12]3=[N:13][C:14]=2[C:15]2[CH:20]=[CH:19][C:18]([CH3:21])=[C:17]([F:22])[CH:16]=2)[CH:5]=[CH:6][C:7]=1[CH3:8] |f:1.2|. Procedure details: Ethyl 7-(2,3-bis(3-fluoro-4-methylphenyl)-7,8-dihydropyrido[2,3-b]pyrazin-5(6H)-yl)heptanoate (121 mg, 0.238 mmol) in THF (2 ml) and water (2 ml) was treated with LiOH (45.7 mg, 1.907 mmol) and the resulting mixture was stirred at RT for 18 h. The mixture was acidified to pH 4 with HCl and extracted with DCM. The organic extracts were combined, dried (sodium sulphate), filtered and concentrated in vacuo. The residue was azeotroped with ether to afford the title compound; The reactants are NC1=C(C(=NS1)N(C)CC)C#N (5-amino-4-cyano-3-(ethylmethylamino)isothiazole), CN=C=O (methyl isocyanate), C(C)(=O)[O-].C(C)(=O)[O-].C(CCC)[Sn+2]CCCC (dibutyltin diacetate). Solvent: O1CCCC1 (tetrahydrofuran). Product: CNC(=O)NC1=C(C(=NS1)N(C)CC)C#N (1-methyl-3-(4-cyano-3-(ethylmethylamino)-5-isothiazolyl)urea). Yield: 67.9%. RXN SMILES: [NH2:1][C:2]1[S:6][N:5]=[C:4]([N:7]([CH2:9][CH3:10])[CH3:8])[C:3]=1[C:11]#[N:12].[CH3:13][N:14]=[C:15]=[O:16].C([O-])(=O)C.C([O-])(=O)C.C([Sn+2]CCCC)CCC>O1CCCC1>[CH3:13][NH:14][C:15]([NH:1][C:2]1[S:6][N:5]=[C:4]([N:7]([CH2:9][CH3:10])[CH3:8])[C:3]=1[C:11]#[N:12])=[O:16] |f:2.3.4|. Reported procedure: A mixture of 11 g of 5-amino-4-cyano-3-(ethylmethylamino)isothiazole, 6.8 g of methyl isocyanate, 2 ml of dibutyltin diacetate, and 50 ml of tetrahydrofuran was heated under reflux overnight. After cooling, the solution was evaporated under reduced pressure. The residue was recrystallized from toluene to yield 9.8 g of 1-methyl-3-(4-cyano-3-(ethylmethylamino)-5-isothiazolyl)urea, mp 175°. The ir and nmr spectra were consistent with the assigned structure.